Dataset: the Open Reaction Database (ORD), a public repository of structured organic reaction records. Task: describe an organic reaction: reactants, conditions, products, and yield Reactants: O=[Ag-], COC(=O)c1ccc(CBr)c(OC)c1, ClCCl, CCCCCC, O=[N+]([O-])c1ccc2[nH]ccc2c1, C1COCCO1. Yields the product COC(=O)c1ccc(Cc2c[nH]c3ccc([N+](=O)[O-])cc23)c(OC)c1. As a reaction SMILES: [Ag-:42]=[O:43].[Br:13][CH2:14][c:15]1[c:16]([O:25][CH3:26])[cH:17][c:18]([C:19](=[O:20])[O:21][CH3:22])[cH:23][cH:24]1.[CH2:27]([Cl:28])[Cl:29].[CH3:30][CH2:31][CH2:32][CH2:33][CH2:34][CH3:35].[N+:1](=[O:2])([O-:3])[c:4]1[cH:5][c:6]2[cH:7][cH:8][nH:9][c:10]2[cH:11][cH:12]1.[O:36]1[CH2:37][CH2:38][O:39][CH2:40][CH2:41]1>>[N+:1](=[O:2])([O-:3])[c:4]1[cH:5][c:6]2[c:7]([CH2:14][c:15]3[c:16]([O:25][CH3:26])[cH:17][c:18]([C:19](=[O:20])[O:21][CH3:22])[cH:23][cH:24]3)[cH:8][nH:9][c:10]2[cH:11][cH:12]1. Reactants: 2-{, COC(C(=CC1=CC(=C(C=C1)OC)CNC(=O)OC(C)(C)C)NC(=O)OCC1=CC=CC=C1)=O (([(benzyloxy)carbonyl]amino}-3-(3-{[(t-butoxycarbonyl)amino]methyl}-4-methoxyphenyl)-2-propenoic acid methyl ester). The reagents and catalysts are [C].[Pd] (palladium carbon). The solvent is CO (methanol), O1CCCC1 (tetrahydrofuran), [H][H] (hydrogen). The product is COC(C(CC1=CC(=C(C=C1)OC)CNC(=O)OC(C)(C)C)N)=O ((2-amino)-3-(3-{[(t-butoxycarbonyl)amino]methyl}-4-methoxyphenyl)propionic acid methyl ester). Reaction SMILES: [CH3:1][O:2][C:3](=[O:34])[C:4]([NH:23]C(OCC1C=CC=CC=1)=O)=[CH:5][C:6]1[CH:11]=[CH:10][C:9]([O:12][CH3:13])=[C:8]([CH2:14][NH:15][C:16]([O:18][C:19]([CH3:22])([CH3:21])[CH3:20])=[O:17])[CH:7]=1>CO.O1CCCC1.[H][H].[C].[Pd]>[CH3:1][O:2][C:3](=[O:34])[CH:4]([NH2:23])[CH2:5][C:6]1[CH:11]=[CH:10][C:9]([O:12][CH3:13])=[C:8]([CH2:14][NH:15][C:16]([O:18][C:19]([CH3:20])([CH3:21])[CH3:22])=[O:17])[CH:7]=1 |f:4.5|. Procedure: 4.09 g of 2-{([(benzyloxy)carbonyl]amino}-3-(3-{[(t-butoxycarbonyl)amino]methyl}-4-methoxyphenyl)-2-propenoic acid methyl ester was dissolved in 50 ml of methanol and 20 ml of tetrahydrofuran. 0.41 g of 10% palladium carbon was added, followed by stirring for 64 hours at room temperature in hydrogen atmosphere. The catalyst was removed by filtration and washed with ethyl acetate. The filtrate was evaporated, to give 2.92 g of (2-amino)-3-(3-{[(t-butoxycarbonyl)amino]methyl}-4-methoxyphenyl)propi...